This data is from the Open Reaction Database (ORD), a public repository of structured organic reaction records. The task is: describe an organic reaction: reactants, conditions, products, and yield Reactants: C1(=CC=C(C=C1)S(=O)(=O)OCCOC1CCCN(C2=C1C=C(C=C2)F)C(C2=C(C=C(C=C2)NC(C2=C(C=CC=C2)C)=O)OC)=O)C (5-[2-(p-Toluenesulfonyloxy)ethoxy]-7-fluoro-1-[2-methoxy-4-(2-methylbenzoylamino)benzoyl]-2,3,4,5-tetrahydro-1H-benzazepine), CN1CCNCC1 (N-methylpiperazine), [I-].[Na+] (sodium iodide). Run in CN(C=O)C (dimethylformamide). Conditions: time 3 day. Yields the product CN1CCN(CC1)CCOC1CCCN(C2=C1C=C(C=C2)F)C(C2=C(C=C(C=C2)NC(C2=C(C=CC=C2)C)=O)OC)=O (5-[2-(4-methyl-1-piperazinyl)-ethoxy]-7-fluoro-1-[2-methoxy-4-(2-methylbenzoylamino)benzoyl]-2,3,4,5-tetrahydro-1H-benzazepine). As a reaction SMILES: C1(C)C=CC(S(O[CH2:11][CH2:12][O:13][CH:14]2[C:20]3[CH:21]=[C:22]([F:25])[CH:23]=[CH:24][C:19]=3[N:18]([C:26](=[O:45])[C:27]3[CH:32]=[CH:31][C:30]([NH:33][C:34](=[O:42])[C:35]4[CH:40]=[CH:39][CH:38]=[CH:37][C:36]=4[CH3:41])=[CH:29][C:28]=3[O:43][CH3:44])[CH2:17][CH2:16][CH2:15]2)(=O)=O)=CC=1.[CH3:47][N:48]1[CH2:53][CH2:52][NH:51][CH2:50][CH2:49]1.[I-].[Na+]>CN(C)C=O>[CH3:47][N:48]1[CH2:53][CH2:52][N:51]([CH2:11][CH2:12][O:13][CH:14]2[C:20]3[CH:21]=[C:22]([F:25])[CH:23]=[CH:24][C:19]=3[N:18]([C:26](=[O:45])[C:27]3[CH:32]=[CH:31][C:30]([NH:33][C:34](=[O:42])[C:35]4[CH:40]=[CH:39][CH:38]=[CH:37][C:36]=4[CH3:41])=[CH:29][C:28]=3[O:43][CH3:44])[CH2:17][CH2:16][CH2:15]2)[CH2:50][CH2:49]1 |f:2.3|. Reported procedure: 5-[2-(p-Toluenesulfonyloxy)ethoxy]-7-fluoro-1-[2-methoxy-4-(2-methylbenzoylamino)benzoyl]-2,3,4,5-tetrahydro-1H-benzazepine (0.4 g), N-methylpiperazine (0.38 ml) and sodium iodide (0.3 g) are dispersed in dimethylformamide (10 ml), and the mixture is stirred at room temperature for 3 days. The reaction mixture is concentrated, and thereto is added water. The mixture is extracted with ethyl acetate, and the extract is dried over sodium carbonate, and purified by silica gel column chromatography (... The reactants are Cc1cnc(N2CCC(C3CCNCC3)CC2)cn1, CN1CCCC1=O, CCOC(C)=O, Cc1cc(Cl)nc(Cl)n1, C1CCC2=NCCCN2CC1. The product is Cc1cnc(N2CCC(C3CCN(c4cc(C)nc(Cl)n4)CC3)CC2)cn1. RXN SMILES: [CH3:1][c:2]1[n:3][cH:4][c:5]([N:8]2[CH2:9][CH2:10][CH:11]([CH:14]3[CH2:15][CH2:16][NH:17][CH2:18][CH2:19]3)[CH2:12][CH2:13]2)[n:6][cH:7]1.[CH3:40][N:41]1[CH2:42][CH2:43][CH2:44][C:45]1=[O:46].[CH3:47][CH2:48][O:49][C:50](=[O:51])[CH3:52].[Cl:20][c:21]1[n:22][c:23]([CH3:28])[cH:24][c:25]([Cl:27])[n:26]1.[N:29]12[CH2:30][CH2:31][CH2:32][N:33]=[C:34]1[CH2:35][CH2:36][CH2:37][CH2:38][CH2:39]2>>[CH3:1][c:2]1[n:3][cH:4][c:5]([N:8]2[CH2:9][CH2:10][CH:11]([CH:14]3[CH2:15][CH2:16][N:17]([c:25]4[cH:24][c:23]([CH3:28])[n:22][c:21]([Cl:20])[n:26]4)[CH2:18][CH2:19]3)[CH2:12][CH2:13]2)[n:6][cH:7]1. Reaction SMILES: [C:18]([C:19](=[CH2:20])[CH3:21])(=[O:22])[Cl:23].[Cl-:26].[ClH:24].[NH2:3][CH2:4][CH2:5][CH2:6][CH2:7][CH2:8][CH2:9][CH2:10][CH2:11][CH2:12][CH2:13][CH2:14][C:15](=[O:16])[OH:17].[Na+:25].[Na+:2].[OH-:1].[OH2:27]>>[NH:3]([CH2:4][CH2:5][CH2:6][CH2:7][CH2:8][CH2:9][CH2:10][CH2:11][CH2:12][CH2:13][CH2:14][C:15](=[O:16])[OH:17])[C:18]([C:19](=[CH2:20])[CH3:21])=[O:22]. Starting materials: C=C(C)C(=O)Cl, [Cl-], Cl, NCCCCCCCCCCCC(=O)O, [Na+], [Na+], [OH-], O. Product: C=C(C)C(=O)NCCCCCCCCCCCC(=O)O. Reactants: NC1=C(C#N)C(=CC=C1Cl)C (2-Amino-3-chloro-6-methylbenzonitrile), CC1=CC=C2C(=N1)C(=O)OC2=O (6-methylpyridine-2,3-dicarboxylic anhydride), S(=O)(=O)([O-])[O-].[Mg+2] (magnesium sulfate). Solvent: C(Cl)Cl (methylene chloride). Run at temperature 170 celsius, time 8 hour. The product is ClC1=CC=C(C(=C1N1C(=O)C2=NC(=CC=C2C1=O)C)C#N)C (N-(6-Chloro-2-cyano-3-methylphenyl)-6-methylpyridine-2,3-dicarboximide). As a reaction SMILES: [NH2:1][C:2]1[C:9]([Cl:10])=[CH:8][CH:7]=[C:6]([CH3:11])[C:3]=1[C:4]#[N:5].[CH3:12][C:13]1[N:18]=[C:17]2[C:19]([O:21][C:22](=O)[C:16]2=[CH:15][CH:14]=1)=[O:20].S([O-])([O-])(=O)=O.[Mg+2]>C(Cl)Cl>[Cl:10][C:9]1[C:2]([N:1]2[C:22](=[O:21])[C:16]3[C:17](=[N:18][C:13]([CH3:12])=[CH:14][CH:15]=3)[C:19]2=[O:20])=[C:3]([C:4]#[N:5])[C:6]([CH3:11])=[CH:7][CH:8]=1 |f:2.3|. Procedure: 3.1 g (18.61 mmol) of the compound from Example A4 were added to 2.9 g (17.7 mmol) of 6-methylpyridine-2,3-dicarboxylic anhydride and, after heating to 170° C., stirred as a melt for a total of 8 h. After cooling, the residue was taken up in methylene chloride, and activated carbon and magnesium sulfate were added. The mixture was filtered off with suction and chromatographed on silica gel giving, after concentration, 1.3 g (24.4% of theory) of the title compound as beige crystals of m.p. 173-17... Reactants: CC(C)(OC(=O)N1CCN(CC1)C(C#C)(C)C)C (1-(1,1-dimethylethoxycarbonyl)-4-(1,1-dimethylprop-2-ynyl)piperazine). The reagents and catalysts are [Pt]=O (platinum oxide). Solvent: C(C)O (ethanol), C(C)O (ethanol). Conditions: time 1 hour. Product: CC(C)(OC(=O)N1CCN(CC1)C(CC)(C)C)C (1-(1,1-Dimethylethoxycarbonyl)-4-(1,1-dimethylpropyl)piperazine). As a reaction SMILES: [CH3:1][C:2]([CH3:18])([O:4][C:5]([N:7]1[CH2:12][CH2:11][N:10]([C:13]([CH3:17])([CH3:16])[C:14]#[CH:15])[CH2:9][CH2:8]1)=[O:6])[CH3:3]>C(O)C.[Pt]=O>[CH3:3][C:2]([CH3:18])([O:4][C:5]([N:7]1[CH2:8][CH2:9][N:10]([C:13]([CH3:17])([CH3:16])[CH2:14][CH3:15])[CH2:11][CH2:12]1)=[O:6])[CH3:1]. Reported procedure: A flask is charged with platinum oxide (250 mg) and absolute ethanol (20 ml) and is stirred under a hydrogen atmosphere (balloon) for 1 hr. Then a solution of 1-(1,1-dimethylethoxycarbonyl)-4-(1,1-dimethylprop-2-ynyl)piperazine (PREPARATION 68, 1.77 g) in absolute ethanol (20 ml) is added, and the mixture is stirred under hydrogen (balloon) for 4 hr, filtered, and concentrated. The residue is chromatographed on silica gel (70-230 mesh, 80 g), eluting with ethyl acetate/hexane (25/75), and the ap...